Dataset: the Open Reaction Database (ORD), a public repository of structured organic reaction records. Task: describe an organic reaction: reactants, conditions, products, and yield Starting materials: CCO, CC(=O)[O-], [NH4+], O=C(O)CC(=O)O, O=C1CCSCC1. Yields the product NC1(CC(=O)O)CCSCC1. Reaction SMILES: [CH2:20]([OH:21])[CH3:22].[CH3:16][C:17](=[O:18])[O-:19].[NH4+:15].[OH:8][C:9](=[O:10])[CH2:11][C:12](=[O:13])[OH:14].[S:1]1[CH2:2][CH2:3][C:4](=[O:7])[CH2:5][CH2:6]1>>[S:1]1[CH2:2][CH2:3][C:4]([CH2:11][C:9]([OH:8])=[O:10])([NH2:15])[CH2:5][CH2:6]1.